This data is from the Open Reaction Database (ORD), a public repository of structured organic reaction records. The task is: describe an organic reaction: reactants, conditions, products, and yield The reactants are N1(CCCC1)CC1NCC(C2=CC=CC=C12)(C)C (1-(pyrrolidin-1-yl)methyl-4,4-dimethyl-1,2,3,4-tetrahydroisoquinoline), C([O-])([O-])=O.[K+].[K+] (potassium carbonate), FC(C1=CC=C(C=C1)CC(=O)Cl)(F)F (4-trifluoromethylphenylacetyl chloride). The solvent is C(Cl)(Cl)Cl (chloroform). Yields the product N1(CCCC1)CC1(NCC(C2=CC=CC=C12)(C)C)C(CC1=CC=C(C=C1)C(F)(F)F)=O (1-(pyrrolidin-1-yl)methyl-2-(4-trifluoromethylphenyl)acetyl-4,4-dimethyl-1,2,3,4-tetrahydroisoquinoline). RXN SMILES: [N:1]1([CH2:6][CH:7]2[C:16]3[C:11](=[CH:12][CH:13]=[CH:14][CH:15]=3)[C:10]([CH3:18])([CH3:17])[CH2:9][NH:8]2)[CH2:5][CH2:4][CH2:3][CH2:2]1.C(=O)([O-])[O-].[K+].[K+].[F:25][C:26]([F:38])([F:37])[C:27]1[CH:32]=[CH:31][C:30]([CH2:33][C:34](Cl)=[O:35])=[CH:29][CH:28]=1>C(Cl)(Cl)Cl>[N:1]1([CH2:6][C:7]2([C:34](=[O:35])[CH2:33][C:30]3[CH:29]=[CH:28][C:27]([C:26]([F:37])([F:25])[F:38])=[CH:32][CH:31]=3)[C:16]3[C:11](=[CH:12][CH:13]=[CH:14][CH:15]=3)[C:10]([CH3:18])([CH3:17])[CH2:9][NH:8]2)[CH2:5][CH2:4][CH2:3][CH2:2]1 |f:1.2.3|. Procedure details: Prepared as Ex. No. 1, from 2.44 g (10.0 mmoles) of 1-(pyrrolidin-1-yl)methyl-4,4-dimethyl-1,2,3,4-tetrahydroisoquinoline, 3.04 g (22.0 mmoles) of anhydrous potassium carbonate and 2.45 g (11.01 mmoles) of 4-trifluoromethylphenylacetyl chloride in 40 ml of dry chloroform.